Dataset: the Open Reaction Database (ORD), a public repository of structured organic reaction records. Task: describe an organic reaction: reactants, conditions, products, and yield The reactants are C(C=C)C=1C=C(C=NC1CC)CC#N (5-allyl-6-ethyl-pyridin-3-yl-acetonitrile), Cl.O1CCOCC1 (HCl dioxane), C(=O)(O)[O-].[Na+] (NaHCO3). Solvent: CO (methanol). Conditions: time 8 hour. Yields the product COC(CC=1C=NC(=C(C1)CC=C)CC)=O (5-allyl-6-ethyl-pyridin-3-yl-acetic acid methyl ester). Yield: 79.0%. Reaction SMILES: [CH2:1]([C:4]1[CH:5]=[C:6]([CH2:12][C:13]#N)[CH:7]=[N:8][C:9]=1[CH2:10][CH3:11])[CH:2]=[CH2:3].Cl.[O:16]1CCOC[CH2:17]1.C([O-])(O)=[O:23].[Na+]>CO>[CH3:17][O:16][C:13](=[O:23])[CH2:12][C:6]1[CH:7]=[N:8][C:9]([CH2:10][CH3:11])=[C:4]([CH2:1][CH:2]=[CH2:3])[CH:5]=1 |f:1.2,3.4|. Procedure: A solution of 5-allyl-6-ethyl-pyridin-3-yl-acetonitrile (1.30 g, 6.98 mmol) and 4.0 M HCl/dioxane (6.9 mL, 28 mmol) in anhydrous methanol (16 mL, 0.4 M) is warmed to a gentle reflux and stirred overnight under nitrogen. After cooling, the mixture is added to saturated aq NaHCO3 (30 mL), extracted with ethyl acetate (2×30 mL) and dried over Na2SO4. The product is purified by MPLC (25-90% ethyl acetate in n-heptane) to provide 5-allyl-6-ethyl-pyridin-3-yl-acetic acid methyl ester as a clear oil (1... Starting materials: OC1=C(C(=O)OC)C(=CC(=C1CCC(=C)C)OC)\C=C\C1=CC=CC=C1 (methyl 2-hydroxy-3-isopentenyl-4-methoxy-6-[(E)-styryl]-benzoate). The solvent is [OH-].[Na+] (sodium hydroxide), petroleum, C(C)(=O)OCC (ethyl acetate), Cl (hydrochloric acid). The product is OC1=C(C(=O)O)C(=CC(=C1CCC(=C)C)OC)\C=C\C1=CC=CC=C1 (2-hydroxy-3-isopentenyl-4-methoxy-6-[(E)-styryl]benzoic acid). The yield is 90.4%. RXN SMILES: [OH:1][C:2]1[C:11]([CH2:12][CH2:13][C:14]([CH3:16])=[CH2:15])=[C:10]([O:17][CH3:18])[CH:9]=[C:8](/[CH:19]=[CH:20]/[C:21]2[CH:26]=[CH:25][CH:24]=[CH:23][CH:22]=2)[C:3]=1[C:4]([O:6]C)=[O:5]>[OH-].[Na+].Cl.C(OCC)(=O)C>[OH:1][C:2]1[C:11]([CH2:12][CH2:13][C:14]([CH3:16])=[CH2:15])=[C:10]([O:17][CH3:18])[CH:9]=[C:8](/[CH:19]=[CH:20]/[C:21]2[CH:22]=[CH:23][CH:24]=[CH:25][CH:26]=2)[C:3]=1[C:4]([OH:6])=[O:5] |f:1.2|. Procedure: Dissolve compound 8 (3 g, 0.0085 mol) in 30 ml 20% aqueous sodium hydroxide solution, heat to reflux for 2 h, cool the solution to stop the reaction. Add in 10% dilute hydrochloric acid to adjust the pH to less than 2 to cause a formation of a large amount of white precipitation, filter and dry the precipitation to obtain a white solid, dissolve it in petroleum ethe/ethyl acetate and recrystallize to obtain 2.6 g white solid (90%). 1H-NMR (400M, CDCl3) δ (ppm): 1.61 (s, 3H), 1.71 (s, 3H), 3.24 (...